Dataset: the Open Reaction Database (ORD), a public repository of structured organic reaction records. Task: describe an organic reaction: reactants, conditions, products, and yield Reactants: C(C1=CC=CC=C1)O (benzyl alcohol), C(C=C)(=O)OC (Methyl acrylate). The reagents and catalysts are [Na] (Sodium). Run at time 30 minute. Product: C(C1=CC=CC=C1)OCCC(=O)O (3-(Benzyloxy)propanoic acid). The yield is 95.1%. RXN SMILES: [CH2:1]([OH:8])[C:2]1[CH:7]=[CH:6][CH:5]=[CH:4][CH:3]=1.[C:9]([O:13]C)(=[O:12])[CH:10]=[CH2:11]>[Na]>[CH2:1]([O:8][CH2:11][CH2:10][C:9]([OH:13])=[O:12])[C:2]1[CH:7]=[CH:6][CH:5]=[CH:4][CH:3]=1 |^1:14|. Reported procedure: Sodium metal (249 mg, 10.8 mmol) was added to benzyl alcohol (30 g, 278 mmol) at room temperature under nitrogen and the reaction was stirred for 30 minutes. Methyl acrylate (25.9 ml, 259 mmol) was then added dropwise and the reaction was stirred at room temperature for 18 h. After quenching with saturated aqueous ammonium chloride solution (200 ml) the mixture was extracted with ethyl acetate (2×300 ml) and the combined organic extracts were washed with brine (100 ml), dried over magnesium sulp...